The task is: describe an organic reaction: reactants, conditions, products, and yield. This data is from the Open Reaction Database (ORD), a public repository of structured organic reaction records. Reactants: C[Mg]Cl (MeMgCl), C(C)(=O)C1=C2C[C@@H](N([C@H](C2=CC=C1)C)C(CC1=C(C=CC=C1Cl)Cl)=O)CO[Si](C)(C)C(C)(C)C (1-((1S,3R)-5-acetyl-3-(((tert-butyldimethylsilyl)oxy)methyl)-1-methyl-3,4-dihydroisoquinolin-2(1H)-yl)-2-(2,6-dichlorophenyl)ethan-1-one), C[Mg]Cl (MeMgCl). Run in C1CCOC1 (THF). Conditions: temperature 0 celsius, time 30 minute. Yields the product [Si](C)(C)(C(C)(C)C)OC[C@@H]1N([C@H](C2=CC=CC(=C2C1)C(C)(C)O)C)C(CC1=C(C=CC=C1Cl)Cl)=O (1-((1S,3R)-3-(((tert-butyldimethylsilyl)oxy)methyl)-5-(2-hydroxypropan-2-yl)-1-methyl-3,4-dihydroisoquinolin-2(1H)-yl)-2-(2,6-dichlorophenyl)ethan-1-one). Yield: 76.9%. As a reaction SMILES: [C:1]([C:4]1[CH:13]=[CH:12][CH:11]=[C:10]2[C:5]=1[CH2:6][C@H:7]([CH2:26][O:27][Si:28]([C:31]([CH3:34])([CH3:33])[CH3:32])([CH3:30])[CH3:29])[N:8]([C:15](=[O:25])[CH2:16][C:17]1[C:22]([Cl:23])=[CH:21][CH:20]=[CH:19][C:18]=1[Cl:24])[C@H:9]2[CH3:14])(=[O:3])[CH3:2].[CH3:35][Mg]Cl>C1COCC1>[Si:28]([O:27][CH2:26][C@H:7]1[CH2:6][C:5]2[C:10](=[CH:11][CH:12]=[CH:13][C:4]=2[C:1]([OH:3])([CH3:35])[CH3:2])[C@H:9]([CH3:14])[N:8]1[C:15](=[O:25])[CH2:16][C:17]1[C:22]([Cl:23])=[CH:21][CH:20]=[CH:19][C:18]=1[Cl:24])([C:31]([CH3:33])([CH3:32])[CH3:34])([CH3:30])[CH3:29]. Procedure: Dissolve 1-((1S,3R)-5-acetyl-3-(((tert-butyldimethylsilyl)oxy)methyl)-1-methyl-3,4-dihydroisoquinolin-2(1H)-yl)-2-(2,6-dichlorophenyl)ethan-1-one (68 mg, 130 μmol) in THF (1.3 mL). Cool to 0° C., add MeMgCl (87 μL, 261 μmol, 3M in Et2O). Stir 30 min at 0° C. and 30 min at room temperature. Add MeMgCl (87 μL, 261 μmol, 3M in Et2O) at rt. Stir 60 min. Add water and extract with ethyl acetate three times. Combine the ethyl acetate extracts, dry over sodium sulfate, filter, and concentrate under red... Starting materials: O (water), C12(CC3CC(CC(C1)C3)C2)CNC(C2=C(N=CC(=C2)I)Cl)=O (N-(1-adamantylmethyl)-5-iodo-2-chloronicotinamide), C(C=C)O (allyl alcohol), C([O-])(O)=O.[Na+] (sodium bicarbonate). Reagents/catalysts: [Cl-].C(CCC)[N+](CCCC)(CCCC)CCCC (tetra-butyl ammonium chloride), C(C)(=O)[O-].[Pd+2].C(C)(=O)[O-] (palladium (II) acetate). Solvent: CN(C=O)C (N,N-dimethylformamide). Product: C12(CC3CC(CC(C1)C3)C2)CNC(C2=C(N=CC(=C2)CCC=O)Cl)=O (N-(1-Adamantylmethyl)-2-chloro-5-(3-oxopropyl)nicotinamide). Isolated yield 36.1%. As a reaction SMILES: [C:1]12([CH2:11][NH:12][C:13](=[O:22])[C:14]3[CH:19]=[C:18](I)[CH:17]=[N:16][C:15]=3[Cl:21])[CH2:10][CH:5]3[CH2:6][CH:7]([CH2:9][CH:3]([CH2:4]3)[CH2:2]1)[CH2:8]2.[CH2:23]([OH:26])[CH:24]=[CH2:25].C(=O)(O)[O-].[Na+].O>[Cl-].C([N+](CCCC)(CCCC)CCCC)CCC.CN(C)C=O.C([O-])(=O)C.[Pd+2].C([O-])(=O)C>[C:1]12([CH2:11][NH:12][C:13](=[O:22])[C:14]3[CH:19]=[C:18]([CH2:25][CH2:24][CH:23]=[O:26])[CH:17]=[N:16][C:15]=3[Cl:21])[CH2:10][CH:5]3[CH2:6][CH:7]([CH2:9][CH:3]([CH2:4]3)[CH2:2]1)[CH2:8]2 |f:2.3,5.6,8.9.10|. Reported procedure: A mixture of N-(1-adamantylmethyl)-5-iodo-2-chloronicotinamide (Example 3(i)) (2.15 g), allyl alcohol (0.58 g), palladium (II) acetate (0.015 g), sodium bicarbonate (1.05 g) and tetra-butyl ammonium chloride (1.39 g) were stirred together in anhydrous N,N-dimethylformamide (20 ml) for 20 hours. The reaction mixture was poured into water (100 ml) and extracted into ethyl acetate (3×25 ml). The combined extracts were dried over anhydrous magnesium sulfate, filtered and concentrated. The residue wa... Reactants: CN1CC(C(=O)OC(C)(C)C)NC1=O, CN(C)C=O, O=S(=O)(OCC(F)F)C(F)(F)F, [H-], [Na+], O=C(O)C1CNC(=O)N1C(=O)OCc1ccccc1. Yields the product CN1CC(C(=O)OC(C)(C)C)N(CC(F)F)C1=O. As a reaction SMILES: [CH3:1][N:2]1[C:3](=[O:14])[NH:4][CH:5]([C:7](=[O:8])[O:9][C:10]([CH3:11])([CH3:12])[CH3:13])[CH2:6]1.[CH3:48][N:49]([CH3:50])[CH:51]=[O:52].[F:36][C:37]([F:38])([F:39])[S:40]([O:41][CH2:42][CH:43]([F:44])[F:45])(=[O:46])=[O:47].[H-:34].[Na+:35].[O:15]=[C:16]1[N:17]([C:18]([O:19][CH2:20][c:21]2[cH:22][cH:23][cH:24][cH:25][cH:26]2)=[O:27])[CH:28]([C:29]([OH:30])=[O:31])[CH2:32][NH:33]1>>[CH3:1][N:2]1[C:3](=[O:14])[N:4]([CH2:42][CH:43]([F:44])[F:45])[CH:5]([C:7](=[O:8])[O:9][C:10]([CH3:11])([CH3:12])[CH3:13])[CH2:6]1. Starting materials: COC(=O)c1cc(Cl)c(Cl)c(Cl)n1, [Na+], C1COCCO1, [OH-], O. Product: O=C(O)c1cc(Cl)c(Cl)c(Cl)n1. Reaction SMILES: [Cl:1][c:2]1[cH:3][c:4]([C:10](=[O:11])[O:12][CH3:13])[n:5][c:6]([Cl:9])[c:7]1[Cl:8].[Na+:15].[O:16]1[CH2:17][CH2:18][O:19][CH2:20][CH2:21]1.[OH-:14].[OH2:22]>>[Cl:1][c:2]1[cH:3][c:4]([C:10](=[O:11])[OH:12])[n:5][c:6]([Cl:9])[c:7]1[Cl:8]. Yield: 16.9%. As a reaction SMILES: Br[CH2:2][C:3]([C:5]1[CH:6]=[N:7][CH:8]=[CH:9][C:10]=1[CH3:11])=O.[CH3:12][O:13][C:14]1[N:19]=[C:18]([O:20][CH3:21])[C:17]([C:22](=[S:24])[NH2:23])=[CH:16][N:15]=1>>[CH3:12][O:13][C:14]1[N:19]=[C:18]([O:20][CH3:21])[C:17]([C:22]2[S:24][CH:2]=[C:3]([C:5]3[CH:6]=[N:7][CH:8]=[CH:9][C:10]=3[CH3:11])[N:23]=2)=[CH:16][N:15]=1. The reactants are BrCC(=O)C=1C=NC=CC1C (2-bromo-1-(4-methylpyridin-3-yl)ethanone), COC1=NC=C(C(=N1)OC)C(N)=S (2,4-dimethoxypyrimidine-5-carbothioamide). Procedure details: By the reaction in the same manner as in Example 25-ii) using 2,4-dimethoxy-5-pyrimidinecarbonitrile (1.32 g), crude 2,4-dimethoxypyrimidine-5-carbothioamide (1.92 g) was obtained as a brown powder. Then, by the reaction in the same manner as in Example 25-iii) using 2-bromo-1-(4-methylpyridin-3-yl)ethanone hydrobromate (1.07 g) and 2,4-dimethoxypyrimidine-5-carbothioamide (880 mg), the title compound (235 mg) was obtained as colorless powder crystals. The product is COC1=NC=C(C(=N1)OC)C=1SC=C(N1)C=1C=NC=CC1C (2,4-dimethoxy-5-[4-(4-methylpyridin-3-yl)-1,3-thiazol-2-yl]pyrimidine). Starting materials: O=C(Nc1ccc(Br)cc1)c1cccn(C2CCc3c(O)cccc32)c1=O, [K+], [K+], O=C([O-])[O-], CN(C)C=O, OCCCl. Yields the product O=C(Nc1ccc(Br)cc1)c1cccn(C2CCc3c(OCCO)cccc32)c1=O. RXN SMILES: [Br:1][c:2]1[cH:3][cH:4][c:5]([NH:8][C:9](=[O:10])[c:11]2[c:12](=[O:27])[n:13]([CH:17]3[CH2:18][CH2:19][c:20]4[c:21]([OH:26])[cH:22][cH:23][cH:24][c:25]43)[cH:14][cH:15][cH:16]2)[cH:6][cH:7]1.[K+:28].[K+:29].[O-:30][C:31]([O-:32])=[O:33].[O:38]=[CH:39][N:40]([CH3:41])[CH3:42].[OH:34][CH2:35][CH2:36][Cl:37]>>[Br:1][c:2]1[cH:3][cH:4][c:5]([NH:8][C:9](=[O:10])[c:11]2[c:12](=[O:27])[n:13]([CH:17]3[CH2:18][CH2:19][c:20]4[c:21]([O:26][CH2:36][CH2:35][OH:34])[cH:22][cH:23][cH:24][c:25]43)[cH:14][cH:15][cH:16]2)[cH:6][cH:7]1. Starting materials: CN(C)CCC1=CNC2=C1C=C(C=C2)CS(=O)(=O)N3CCCC3 (Almotriptan), C(C(=O)O)(=O)O (Oxalic Acid). RXN SMILES: [CH3:1][N:2]([CH2:4][CH2:5][C:6]1[C:10]2[CH:11]=[C:12]([CH2:15][S:16]([N:19]3[CH2:23][CH2:22][CH2:21][CH2:20]3)(=[O:18])=[O:17])[CH:13]=[CH:14][C:9]=2[NH:8][CH:7]=1)[CH3:3].[C:24]([OH:29])(=[O:28])[C:25]([OH:27])=[O:26]>C(O)C>[CH3:1][N:2]([CH2:4][CH2:5][C:6]1[C:10]2[CH:11]=[C:12]([CH2:15][S:16]([N:19]3[CH2:23][CH2:22][CH2:21][CH2:20]3)(=[O:18])=[O:17])[CH:13]=[CH:14][C:9]=2[NH:8][CH:7]=1)[CH3:3].[C:24]([O-:29])(=[O:28])[C:25]([O-:27])=[O:26] |f:3.4|. The product is CN(C)CCC1=CNC2=C1C=C(C=C2)CS(=O)(=O)N3CCCC3.C(C(=O)[O-])(=O)[O-] (Almotriptan Oxalate). Run at temperature 0 celsius, time 15 minute. The solvent is C(C)O (Ethanol). Procedure details: Almotriptan crude (10 gms, purity 92.5%) is dissolved in Ethanol (60 ml) at room temperature. Reaction mass is stirred for 15 min for the complete dissolution. Oxalic Acid solution (4.0 gms in 15 ml Ethanol) is added to the above solution over 30 min at room temperature. Reaction mass temperature is raised to reflux and maintained for about 6 hrs. Slowly cooled the reaction mass to 0° C. and maintained for about 1 hr at 0±3° C. The precipitated material is filtered and washed with 15 ml of Ethan...